Dataset: the Open Reaction Database (ORD), a public repository of structured organic reaction records. Task: describe an organic reaction: reactants, conditions, products, and yield Reaction SMILES: [NH2:1][C:2]1[CH:3]=[C:4]([N:9]2[C:18]3[C:13](=[CH:14][C:15]([F:21])=[C:16]([F:20])[C:17]=3[Cl:19])[C:12](=[O:22])[C:11]([C:23]([O:25]CC)=[O:24])=[CH:10]2)[CH:5]=[N:6][C:7]=1[Cl:8].Cl>>[NH2:1][C:2]1[CH:3]=[C:4]([N:9]2[C:18]3[C:13](=[CH:14][C:15]([F:21])=[C:16]([F:20])[C:17]=3[Cl:19])[C:12](=[O:22])[C:11]([C:23]([OH:25])=[O:24])=[CH:10]2)[CH:5]=[N:6][C:7]=1[Cl:8]. Reactants: NC=1C=C(C=NC1Cl)N1C=C(C(C2=CC(=C(C(=C12)Cl)F)F)=O)C(=O)OCC (ethyl 1-(5-amino-6-chloropyridine-3-yl)-8-chloro-6,7-difluoro-4-oxo-1,4-dihydroquinoline-3-carboxylate), Cl (hydrochloric acid). Procedure: To 100 mg of ethyl 1-(5-amino-6-chloropyridine-3-yl)-8-chloro-6,7-difluoro-4-oxo-1,4-dihydroquinoline-3-carboxylate was added 3 ml of concentrated hydrochloric acid, and the mixture was heated under reflux for 2 hours. The reaction solution was allowed to cool, and the solid precipitated was collected by filtration. The solid was washed with ethanol to obtain 86 mg of the title compound as a pale yellow powder. The product is NC=1C=C(C=NC1Cl)N1C=C(C(C2=CC(=C(C(=C12)Cl)F)F)=O)C(=O)O (1-(5-amino-6-chloropyridine-3-yl)-8-chloro-6,7-difluoro-4-oxo-1,4-dihydroquinoline-3-carboxylic acid). Isolated yield 92.2%. The reactants are CC(=O)O, CO, O=C(O)c1cc(F)c(Cl)nc1Cl, [Zn]. Yields the product O=C(O)c1cc(F)cnc1Cl. RXN SMILES: [CH3:16][C:17](=[O:18])[OH:19].[CH3:1][OH:2].[Cl:3][c:4]1[c:5]([C:6](=[O:7])[OH:8])[cH:9][c:10]([F:14])[c:11]([Cl:13])[n:12]1.[Zn:15]>>[Cl:3][c:4]1[c:5]([C:6](=[O:7])[OH:8])[cH:9][c:10]([F:14])[cH:11][n:12]1.